This data is from the Open Reaction Database (ORD), a public repository of structured organic reaction records. The task is: describe an organic reaction: reactants, conditions, products, and yield Reactants: FC1=C(C=CC(=C1)F)NC(NC1=CC=C(C=C1)C=1SC=C(N1)C(=O)N[C@H](C(=O)OC)C(C)C)=O ((S)-methyl 2-(2-(4-(3-(2,4-difluorophenyl)ureido)phenyl)thiazole-4-carboxamido)-3-methylbutanoate), CO (MeOH), [Li+].[OH-] (LiOH). Solvent: C1CCOC1 (THF), C1CCOC1 (THF). Conditions: time 2.5 hour. Product: FC1=C(C=CC(=C1)F)NC(NC1=CC=C(C=C1)C=1SC=C(N1)C(=O)N[C@H](C(=O)O)C(C)C)=O ((S)-2-(2-(4-(3-(2,4-difluorophenyl)ureido)phenyl)thiazole-4-carboxamido)-3-methylbutanoic acid). As a reaction SMILES: [F:1][C:2]1[CH:7]=[C:6]([F:8])[CH:5]=[CH:4][C:3]=1[NH:9][C:10](=[O:34])[NH:11][C:12]1[CH:17]=[CH:16][C:15]([C:18]2[S:19][CH:20]=[C:21]([C:23]([NH:25][C@@H:26]([CH:31]([CH3:33])[CH3:32])[C:27]([O:29]C)=[O:28])=[O:24])[N:22]=2)=[CH:14][CH:13]=1.CO.[Li+].[OH-]>C1COCC1>[F:1][C:2]1[CH:7]=[C:6]([F:8])[CH:5]=[CH:4][C:3]=1[NH:9][C:10](=[O:34])[NH:11][C:12]1[CH:17]=[CH:16][C:15]([C:18]2[S:19][CH:20]=[C:21]([C:23]([NH:25][C@@H:26]([CH:31]([CH3:32])[CH3:33])[C:27]([OH:29])=[O:28])=[O:24])[N:22]=2)=[CH:14][CH:13]=1 |f:2.3|. Procedure: To a solution of (S)-methyl 2-(2-(4-(3-(2,4-difluorophenyl)ureido)phenyl)thiazole-4-carboxamido)-3-methylbutanoate (100 mg, 0.204 mmol) in THF (4 mL)+MeOH (1 ml), 1 ml of 1N LiOH (42.99 mg, 1.024 mmol) was added at RT and stirred for 2-3 hr. After completion of reaction, THF was removed under reduced pressure. Obtained material was dissolved in water, acidified with 1N HCl and white solid precipitated out. It was filtered and dried. Reactants: FB(F)F, CC(=O)C1CCOC1=O, CO, CCO, Nc1cc[nH]n1. Yields the product CC(=Nc1cc[nH]n1)C1CCOC1=O. RXN SMILES: [B:18]([F:19])([F:20])[F:21].[C:7]([CH3:8])(=[O:9])[CH:10]1[C:11](=[O:12])[O:13][CH2:14][CH2:15]1.[CH3:16][OH:17].[CH3:22][CH2:23][OH:24].[NH2:1][c:2]1[n:3][nH:4][cH:5][cH:6]1>>[N:1]([c:2]1[n:3][nH:4][cH:5][cH:6]1)=[C:7]([CH3:8])[CH:10]1[C:11](=[O:12])[O:13][CH2:14][CH2:15]1. The reactants are ClC1=C(C(=O)O)C=CC=N1 (2-chloronicotinic acid), C1(=CC=CC=C1)C (toluene), COCCOC (DME), S(=O)(Cl)Cl (thionyl chloride). Conditions: temperature 90 celsius, time 4 hour. The product is C(C1=CC=CC=C1)C1(CCN(CC1)C(=O)C=1C(=NC=CC1)Cl)O ((4-benzyl-4-hydroxypiperidin-1-yl)(2-chloropyridin-3-yl)methanone). Reaction SMILES: [Cl:1][C:2]1[N:10]=[CH:9][CH:8]=[CH:7][C:3]=1[C:4]([OH:6])=O.[C:11]1([CH3:17])[CH:16]=[CH:15][CH:14]=[CH:13][CH:12]=1.S(Cl)(Cl)=O.CO[CH2:24][CH2:25][O:26]C>>[CH2:17]([C:25]1([OH:26])[CH2:8][CH2:9][N:10]([C:4]([C:3]2[C:2]([Cl:1])=[N:10][CH:9]=[CH:8][CH:7]=2)=[O:6])[CH2:2][CH2:24]1)[C:11]1[CH:16]=[CH:15][CH:14]=[CH:13][CH:12]=1. Procedure details: To a mixture of 2-chloronicotinic acid (1.0 g), toluene (15 mL) and DME (5 mL) was added thionyl chloride (0.51 mL), and the mixture was stirred at 90° C. for 4 hr under a nitrogen atmosphere. The reaction mixture was concentrated under reduced pressure, the residue was dissolved in THF (15 mL), and triethylamine (0.97 mL) and 4-benzyl-4-hydroxypiperidine (1.1 g) were added thereto. The reaction mixture was stirred overnight at room temperature under a nitrogen atmosphere, saturated aqueous sodi... Starting materials: O=C([O-])[O-], O=C([O-])O, C1COCCN1, CS(C)=O, COCOc1cc(C=O)ccc1F, [K+], [K+], [Na+], O. Product: COCOc1cc(C=O)ccc1N1CCOCC1. RXN SMILES: [C:20](=[O:21])([O-:22])[O-:23].[C:26](=[O:27])([O-:28])[OH:29].[CH2:14]1[CH2:15][O:16][CH2:17][CH2:18][NH:19]1.[CH3:31][S:32]([CH3:33])=[O:34].[F:1][c:2]1[c:3]([O:10][CH2:11][O:12][CH3:13])[cH:4][c:5]([CH:6]=[O:7])[cH:8][cH:9]1.[K+:24].[K+:25].[Na+:30].[OH2:35]>>[c:2]1([N:19]2[CH2:14][CH2:15][O:16][CH2:17][CH2:18]2)[c:3]([O:10][CH2:11][O:12][CH3:13])[cH:4][c:5]([CH:6]=[O:7])[cH:8][cH:9]1. Starting materials: C(C)(C)C1=C(C(=CC=C1)C(C)C)NS(=O)(=O)C1=CC=C(C=C1)C (N-(2, 6-diisopropylphenyl)-p-toluenesulfonamide), [N+](=O)(O)[O-] (nitric acid), N(=O)[O-].[Na+] (sodium nitrite), resultant mixture. The solvent is C(C)(=O)O (acetic acid), O (water), O (water). Yields the product C(C)(C)C1=C(C(=CC(=C1)[N+](=O)[O-])C(C)C)NS(=O)(=O)C1=CC=C(C=C1)C (N-(2, 6-diisopropyl-4-nitropheyl)-p-toluenesulfonamide). As a reaction SMILES: [CH:1]([C:4]1[CH:9]=[CH:8][CH:7]=[C:6]([CH:10]([CH3:12])[CH3:11])[C:5]=1[NH:13][S:14]([C:17]1[CH:22]=[CH:21][C:20]([CH3:23])=[CH:19][CH:18]=1)(=[O:16])=[O:15])([CH3:3])[CH3:2].[N+:24]([O-])([OH:26])=[O:25].N([O-])=O.[Na+]>O.C(O)(=O)C>[CH:1]([C:4]1[CH:9]=[C:8]([N+:24]([O-:26])=[O:25])[CH:7]=[C:6]([CH:10]([CH3:12])[CH3:11])[C:5]=1[NH:13][S:14]([C:17]1[CH:22]=[CH:21][C:20]([CH3:23])=[CH:19][CH:18]=1)(=[O:15])=[O:16])([CH3:2])[CH3:3] |f:2.3|. Procedure: To 8.7 g of N-(2, 6-diisopropylphenyl)-p-toluenesulfonamide (8.7 g) were added 6.3 ml of 60% nitric acid, 50 ml of water and 50 ml of acetic acid, then 0.18 g of sodium nitrite, and the resultant mixture was stirred under refluxing and heating for 5 hours. After cooling, the reaction mixture was mixed with 200 ml of water, and the precipitated crystals were filtered and recrystallized from 50 ml of ethanol to give 4.7 g of N-(2, 6-diisopropyl-4-nitropheyl)-p-toluenesulfonamide. This compound was... Reactants: CC(=C)C(=O)OC (PMMA), CC(C)(C)CC(C)(C)C1=CC(=C(C=C1)O)N2N=C3C=CC=CC3=N2 (Cyasorb 5411), CCC(C)(C)C1=CC(=C(C(=C1)N2N=C3C=CC=CC3=N2)O)C(C)(C)CC (Tinuvin 328), CCCCCCCCOC(=O)CCC1=CC(=C(C(=C1)N2N=C3C=CC=CC3=N2)O)C(C)(C)C (Tinuvin 384), polycarbonate, ( g ), CC(=C)C(=O)OC (PMMA), COCC(C)O (1-methoxy-2-propanol), CC(CC(C)(O)C)=O (diacetone alcohol), CCCCCCCCOC(=O)CCC1=CC(=C(C(=C1)N2N=C3C=CC=CC3=N2)O)C(C)(C)C (Tinuvin 384), CCC(C)(C)C1=CC(=C(C(=C1)N2N=C3C=CC=CC3=N2)O)C(C)(C)CC (Tinuvin 328), CC(C)(C)CC(C)(C)C1=CC(=C(C=C1)O)N2N=C3C=CC=CC3=N2 (Cyasorb 5411). Reaction conditions: time 10 minute. Yields the product N1N=NC2=C1C=CC=C2 (Benzotriazole). RXN SMILES: CC(C(OC)=O)=C.COCC(O)C.CC(=O)CC(C)(O)C.CCCCCCCCOC(CCC1C=C([N:41]2[N:49]=[C:48]3[C:43]([CH:44]=[CH:45][CH:46]=[CH:47]3)=[N:42]2)C(O)=C(C(C)(C)C)C=1)=O.CCC(C1C=C(N2N=C3C(C=CC=C3)=N2)C(O)=C(C(CC)(C)C)C=1)(C)C.CC(CC(C1C=CC(O)=C(N2N=C3C(C=CC=C3)=N2)C=1)(C)C)(C)C>>[NH:42]1[C:43]2[CH:44]=[CH:45][CH:46]=[CH:47][C:48]=2[N:49]=[N:41]1. Reported procedure: A coating solution was prepared containing 7 grams (g) of Elvacite 2041 PMMA, 79 g of 1-methoxy-2-propanol, 14 g of diacetone alcohol, 0.85 g of Tinuvin 384, 0.43 g of Tinuvin 328, 0.22 g of Cyasorb 5411, and 2 drops of BYK 331 surfactant. Thus, the solution contains 7% PMMA by total weight and 10% Tinuvin 384, 5% Tinuvin 328, and 2.5% Cyasorb 5411 based on solids. This solution was applied by flow coating onto 7 mil (177.8 μm) polycarbonate films 10 inches (25.4 cm) wide and 15 inches (38.1 cm)...